This data is from the Open Reaction Database (ORD), a public repository of structured organic reaction records. The task is: describe an organic reaction: reactants, conditions, products, and yield The reactants are C(C)(=O)OC1CCC=CC1=O (6-acetoxy-2-cyclohexenone), C(CCC)OCN(C[Si](C)(C)C)CC1=CC=CC=C1 (N-butoxymethyl-N-trimethylsilylmethylbenzylamine), C([O-])([O-])=O.[K+].[K+] (potassium carbonate). Reagents/catalysts: FC(C(=O)O)(F)F (trifluoroacetic acid). Run in ClCCl (dichloromethane). Conditions: time 7 hour. Product: C(C)(=O)OC1C(C2CN(CC2CC1)CC1=CC=CC=C1)=O ((3aRS,5RS,7aSR)-5-acetoxy-2-benzyl-4-perhydroisoindolone). RXN SMILES: [C:1]([O:4][CH:5]1[C:10](=[O:11])[CH:9]=[CH:8][CH2:7][CH2:6]1)(=[O:3])[CH3:2].C(O[CH2:17][N:18]([CH2:24][C:25]1[CH:30]=[CH:29][CH:28]=[CH:27][CH:26]=1)[CH2:19][Si](C)(C)C)CCC.C(=O)([O-])[O-].[K+].[K+]>ClCCl.FC(F)(F)C(O)=O>[C:1]([O:4][CH:5]1[CH2:6][CH2:7][CH:8]2[CH:9]([CH2:17][N:18]([CH2:24][C:25]3[CH:30]=[CH:29][CH:28]=[CH:27][CH:26]=3)[CH2:19]2)[C:10]1=[O:11])(=[O:3])[CH3:2] |f:2.3.4|. Reported procedure: To a solution of 7.5 g of 6-acetoxy-2-cyclohexenone and 16.83 cm3 of N-butoxymethyl-N-trimethylsilylmethylbenzylamine in 150 cm3 of dichloromethane are added, at a temperature of 10° C., 12 drops of trifluoroacetic acid. The reaction mixture is stirred at room temperature for 7 hours, then 2 g of potassium carbonate are added and the solution is filtered through a sinter funnel and concentrated to dryness under reduced pressure (2.7 kPa). The residue is chromatographed on a column of silica gel ... The reactants are Fc1nc(F)c(Cl)c(F)c1F, N, [Zn]. Product: Fc1cc(Cl)c(F)nc1F. As a reaction SMILES: [Cl:1][c:2]1[c:3]([F:11])[n:4][c:5]([F:10])[c:6]([F:9])[c:7]1[F:8].[NH3:13].[Zn:12]>>[Cl:1][c:2]1[c:3]([F:11])[n:4][c:5]([F:10])[c:6]([F:9])[cH:7]1. Starting materials: Cl.C1(CC1)COC1=C(C=C(C(=C1)F)C)C=1C2=C(N=CN1)C(=C(N2)C)C(=O)NC2CCNCC2 (4-[2-(cyclopropylmethoxy)-4-fluoro-5-methylphenyl]-6-methyl-N-(piperidin-4-yl)-5H-pyrrolo[3,2-d]pyrimidine-7-carboxamide hydrochloride), C(C)(=O)Cl (acetyl chloride). Yields the product C(C)(=O)N1CCC(CC1)NC(=O)C1=C(NC2=C1N=CN=C2C2=C(C=C(C(=C2)C)F)OCC2CC2)C (N-(1-Acetylpiperidin-4-yl)-4-[2-(cyclopropylmethoxy)-4-fluoro-5-methylphenyl]-6-methyl-5H-pyrrolo[3,2-d]pyrimidine-7-carboxamide). As a reaction SMILES: Cl.[CH:2]1([CH2:5][O:6][C:7]2[CH:12]=[C:11]([F:13])[C:10]([CH3:14])=[CH:9][C:8]=2[C:15]2[C:16]3[NH:23][C:22]([CH3:24])=[C:21]([C:25]([NH:27][CH:28]4[CH2:33][CH2:32][NH:31][CH2:30][CH2:29]4)=[O:26])[C:17]=3[N:18]=[CH:19][N:20]=2)[CH2:4][CH2:3]1.[C:34](Cl)(=[O:36])[CH3:35]>>[C:34]([N:31]1[CH2:30][CH2:29][CH:28]([NH:27][C:25]([C:21]2[C:17]3[N:18]=[CH:19][N:20]=[C:15]([C:8]4[CH:9]=[C:10]([CH3:14])[C:11]([F:13])=[CH:12][C:7]=4[O:6][CH2:5][CH:2]4[CH2:4][CH2:3]4)[C:16]=3[NH:23][C:22]=2[CH3:24])=[O:26])[CH2:33][CH2:32]1)(=[O:36])[CH3:35] |f:0.1|. Procedure: Starting from 4-[2-(cyclopropylmethoxy)-4-fluoro-5-methylphenyl]-6-methyl-N-(piperidin-4-yl)-5H-pyrrolo[3,2-d]pyrimidine-7-carboxamide hydrochloride (example D.f40) and commercially available acetyl chloride the title compound is obtained as colorless solid.